The task is: describe an organic reaction: reactants, conditions, products, and yield. This data is from the Open Reaction Database (ORD), a public repository of structured organic reaction records. Reactants: ClC=1C=C(C=CC1Cl)S (3,4-Dichlorobenzenethiol), [OH-].[Na+] (sodium hydroxide), Cl.N1=C(C=CC=C1)CCl (2-picolyl chloride, hydrochloride). The solvent is C(C)O (ethanol), C(C)O (ethanol). Conditions: time 4 hour. Product: Cl.ClC=1C=C(C=CC1Cl)SCC1=NC=CC=C1 (2-(((3,4-dichlorophenyl)thio)methyl)pyridine, hydrochloride). Yield: 128.5%. Reaction SMILES: [Cl:1][C:2]1[CH:3]=[C:4]([SH:9])[CH:5]=[CH:6][C:7]=1[Cl:8].[OH-].[Na+].Cl.[N:13]1[CH:18]=[CH:17][CH:16]=[CH:15][C:14]=1[CH2:19]Cl>C(O)C>[ClH:1].[Cl:1][C:2]1[CH:3]=[C:4]([S:9][CH2:19][C:14]2[CH:15]=[CH:16][CH:17]=[CH:18][N:13]=2)[CH:5]=[CH:6][C:7]=1[Cl:8] |f:1.2,3.4,6.7|. Procedure: 3,4-Dichlorobenzenethiol (5 g) was added to a solution of sodium hydroxide (2.25 g) in ethanol (50 ml) and the resulting solution was treated with 2-picolyl chloride, hydrochloride (4.6 g) in ethanol (25 ml). After stirring for 4 hours at ambient temperature the mixture was filtered and the solvent removed by evaporation. The residue was converted into the hydrochloride with ethereal HCl and this was recrystallised from ethanol/ether to give 2-(((3,4-dichlorophenyl)thio)methyl)pyridine, hydrochl... The reactants are solution, BrCC1=C(C=CC=C1)F (1-bromomethyl-2-fluoro-benzene), ClC=1C=C(C=O)C=CC1O (3-chloro-4-hydroxy-benzaldehyde), C(=O)([O-])[O-].[K+].[K+] (K2CO3). Solvent: CN(C)C=O (DMF), CN(C)C=O (DMF). Run at temperature 90 celsius, time 8 hour. Product: FC1=C(COC2=C(C=C(C=O)C=C2)Cl)C=CC=C1 (4-(2-Fluoro-benzyloxy)-3-chloro-benzaldehyde). The yield is 98.9%. RXN SMILES: Br[CH2:2][C:3]1[CH:8]=[CH:7][CH:6]=[CH:5][C:4]=1[F:9].[Cl:10][C:11]1[CH:12]=[C:13]([CH:16]=[CH:17][C:18]=1[OH:19])[CH:14]=[O:15].C([O-])([O-])=O.[K+].[K+]>CN(C=O)C>[F:9][C:4]1[CH:5]=[CH:6][CH:7]=[CH:8][C:3]=1[CH2:2][O:19][C:18]1[CH:17]=[CH:16][C:13]([CH:14]=[O:15])=[CH:12][C:11]=1[Cl:10] |f:2.3.4|. Reported procedure: 0.5 M solution of 1-bromomethyl-2-fluoro-benzene (1.5 g, 8 mmol) in DMF was added dropwise to a suspension of 3-chloro-4-hydroxy-benzaldehyde (1.14 g, 7.3 mmol), K2CO3 (1.51 g, 11 mmol) and KI (120 mg, 0.73 mmol) in DMF (100 ml). The reaction mixture was stirred at 90° C. overnight. After cooling, the solid residue was filtered off and the solvent was evaporated under vacuum. The residue was dissolved in ethyl acetate and the organic layer washed twice with NaOH 1M, dried over Na2SO4 and evapora... Starting materials: [H-].[Al+3].[Li+].[H-].[H-].[H-] (lithium aluminiumhydride), [H-] (hydride), S(=O)(=O)([O-])[O-].[Na+].[Na+] (sodium sulfate), C(C)(C)N(C(C)C)CCC(C1=CC=CC=C1)C1=C(C=CC(=C1)C(=O)OC)OCC1=CC=CC=C1 ((+)-N,N-Diisopropyl-3-(2-benzyloxy-5-carbomethoxyphenyl)-3-phenylpropylamine). The solvent is C(C)OCC (diethyl ether), O (water), C(C)OCC (diethyl ether). Conditions: time 8 hour. Product: C(C)(C)N(C(C)C)CCC(C1=CC=CC=C1)C1=C(C=CC(=C1)CO)OCC1=CC=CC=C1 ((-)-N,N-Diisopropyl-3-(2-benzyloxy-5-hydroxymethylphenyl)-3-phenylpropylamine). Yield: 101.2%. As a reaction SMILES: [CH:1]([N:4]([CH2:8][CH2:9][CH:10]([C:17]1[CH:22]=[C:21]([C:23](OC)=[O:24])[CH:20]=[CH:19][C:18]=1[O:27][CH2:28][C:29]1[CH:34]=[CH:33][CH:32]=[CH:31][CH:30]=1)[C:11]1[CH:16]=[CH:15][CH:14]=[CH:13][CH:12]=1)[CH:5]([CH3:7])[CH3:6])([CH3:3])[CH3:2].[H-].[Al+3].[Li+].[H-].[H-].[H-].[H-].S([O-])([O-])(=O)=O.[Na+].[Na+]>C(OCC)C.O>[CH:1]([N:4]([CH2:8][CH2:9][CH:10]([C:17]1[CH:22]=[C:21]([CH2:23][OH:24])[CH:20]=[CH:19][C:18]=1[O:27][CH2:28][C:29]1[CH:30]=[CH:31][CH:32]=[CH:33][CH:34]=1)[C:11]1[CH:16]=[CH:15][CH:14]=[CH:13][CH:12]=1)[CH:5]([CH3:7])[CH3:6])([CH3:2])[CH3:3] |f:1.2.3.4.5.6,8.9.10|. Procedure: (+)-N,N-Diisopropyl-3-(2-benzyloxy-5-carbomethoxyphenyl)-3-phenylpropylamine (30 g, 0.065 mole) dissolved in diethyl ether (250 mL) was added dropwise under nitrogen to a suspension of lithium aluminiumhydride (1.9 g, 0.05 mole) in dry diethyl ether (150 mL). The mixture was stirred overnight at room temperature, and the excess hydride was decomposed by the addition of water (≈5 g). The mixture was stirred for 10 min, when sodium sulfate (s) was added. After stirring for 20 minutes, the mixture ... Reported procedure: A solution of 3-chloropropanesulphonyl chloride (20.0 g) in dichloromethane (200 cm3) was added dropwise over 1.5 hours to a stirred solution of 4-(2-aminoethyl)pyridine (13.8 g) in dichloromethane (200 cm3) and triethylamine (15 cm3) at 0° C. The ice bath was removed and the mixture was stirred for 16 hours. Saturated aqueous sodium carbonate (100 cm3) was then added and the organic phase was dried (MgSO4) and evaporated in vacuo to yield an oil which was suspended in abs. ethanol (500 cm3) and... Run at time 16 hour. Starting materials: ClCCCS(=O)(=O)Cl (3-chloropropanesulphonyl chloride), NCCC1=CC=NC=C1 (4-(2-aminoethyl)pyridine), [OH-].[K+] (potassium hydroxide), C (charcoal). Yields the product N1=CC=C(C=C1)CCN1S(CCC1)(=O)=O (2-[2-(4-pyridyl)ethyl]isothiazolidine-1,1-dioxide). As a reaction SMILES: Cl[CH2:2][CH2:3][CH2:4][S:5](Cl)(=[O:7])=[O:6].[NH2:9][CH2:10][CH2:11][C:12]1[CH:17]=[CH:16][N:15]=[CH:14][CH:13]=1.[OH-].[K+].C>ClCCl.C(N(CC)CC)C.C(OCC)(=O)C.C(O)C>[N:15]1[CH:16]=[CH:17][C:12]([CH2:11][CH2:10][N:9]2[CH2:2][CH2:3][CH2:4][S:5]2(=[O:7])=[O:6])=[CH:13][CH:14]=1 |f:2.3|. Solvent: ClCCl (dichloromethane), ClCCl (dichloromethane), C(C)N(CC)CC (triethylamine), C(C)O (ethanol), C(C)(=O)OCC (ethyl acetate). Starting materials: O (water), N1N=CN=C1 (1H-1,2,4-triazole), P(=O)([O-])([O-])[O-].[K+].[K+].[K+] (potassium phosphate), FC=1C=C(C=CC1F)[N+](=O)[O-] (3,4-difluoronitrobenzene). Run in CS(=O)C (DMSO). Reaction conditions: temperature 90 celsius. Yields the product FC=1C=C(C=CC1N1N=CN=C1)[N+](=O)[O-] (3-Fluoro-1-nitro-4-(1H-1,2,4-triazol-1-yl)benzene). The yield is 71.6%. RXN SMILES: [NH:1]1[CH:5]=[N:4][CH:3]=[N:2]1.P([O-])([O-])([O-])=O.[K+].[K+].[K+].[F:14][C:15]1[CH:16]=[C:17]([N+:22]([O-:24])=[O:23])[CH:18]=[CH:19][C:20]=1F.O>CS(C)=O>[F:14][C:15]1[CH:16]=[C:17]([N+:22]([O-:24])=[O:23])[CH:18]=[CH:19][C:20]=1[N:1]1[CH:5]=[N:4][CH:3]=[N:2]1 |f:1.2.3.4|. Procedure: A solution of 5.0 g (72.4 mmol) of 1H-1,2,4-triazole and 25.22 g (144.8 mmol) of dibasic potassium phosphate in 150 mL DMSO was treated with 11.52 g (72.4 mmol) of 3,4-difluoronitrobenzene followed by warming at 90° C. for 3 h. The solution was cooled and added to 500 mL water, and the resulting white solid was collected by filtration and washed with water. The white solid obtained was dried in vacuo (60° C./10 mmHg) to afford 10.79 g (72%) of the title compound as a white solid. High Resolution... The reactants are C([O-])(O)=O.[Na+] (sodium bicarbonate), ClC1=CC=C(CNC2=CC=C(C(=O)OCC)C=C2)C=C1 (Ethyl 4-(4-chlorobenzylamino)-benzoate), O (water), C(C)(=O)OC(C)=O (Acetic anhydride). Solvent: C(=O)O (formic acid). Run at temperature 55 celsius. Product: C(C)OC(=O)C1=CC=C(C=C1)N(C=O)CC1=CC=C(C=C1)Cl (N-(4-ethoxycarbonylphenyl)-N-(4-chlorobenzyl)-formamide). Isolated yield 67.0%. Reaction SMILES: [Cl:1][C:2]1[CH:20]=[CH:19][C:5]([CH2:6][NH:7][C:8]2[CH:18]=[CH:17][C:11]([C:12]([O:14][CH2:15][CH3:16])=[O:13])=[CH:10][CH:9]=2)=[CH:4][CH:3]=1.[C:21](OC(=O)C)(=[O:23])C.O.C(=O)(O)[O-].[Na+]>C(O)=O>[CH2:15]([O:14][C:12]([C:11]1[CH:17]=[CH:18][C:8]([N:7]([CH2:6][C:5]2[CH:19]=[CH:20][C:2]([Cl:1])=[CH:3][CH:4]=2)[CH:21]=[O:23])=[CH:9][CH:10]=1)=[O:13])[CH3:16] |f:3.4|. Procedure: Ethyl 4-(4-chlorobenzylamino)-benzoate (7.2 g; 0.025 mole) was dissolved in formic acid (80%; 70 ml) and the solution was heated to 55° C. with stirring. Acetic anhydride (25 ml) was added dropwise at this temperature, allowed to cool to room temperature and stirred for 1 hour. The reaction mixture was added to iced water (100 ml) and the aqueous mixture was neutralised with solid sodium bicarbonate. The product was extracted into dichloromethane (2×100 ml), washed with water (1×100 ml), dried (... The reactants are [N+](=O)([O-])C=1C=C(C=CC1)C=1C(=C(NN1)S)C1=CC=NC=C1 (5-(3-Nitro-phenyl)-4-pyridin-4-yl-2H-pyrazole-3-thiol), ClCC=O (Chloroacetaldehyde). The solvent is C1CCOC1.O (THF water), CCOC(=O)C (AcOEt), C(=O)(O)[O-].[Na+] (NaHCO3). Reaction conditions: time 8 hour. The product is OC1N2C(SC1)=C(C(=N2)C2=CC(=CC=C2)[N+](=O)[O-])C2=CC=NC=C2 (3-hydroxy-6-(3-nitrophenyl)-7-pyridin-4-yl-2,3-dihydro-pyrazolo[5,1-b]thiazole). Isolated yield 72.7%. Reaction SMILES: [N+:1]([C:4]1[CH:5]=[C:6]([C:10]2[C:11]([C:16]3[CH:21]=[CH:20][N:19]=[CH:18][CH:17]=3)=[C:12]([SH:15])[NH:13][N:14]=2)[CH:7]=[CH:8][CH:9]=1)([O-:3])=[O:2].Cl[CH2:23][CH:24]=[O:25]>C1COCC1.O.CCOC(C)=O.C([O-])(O)=O.[Na+]>[OH:25][CH:24]1[CH2:23][S:15][C:12]2=[C:11]([C:16]3[CH:21]=[CH:20][N:19]=[CH:18][CH:17]=3)[C:10]([C:6]3[CH:7]=[CH:8][CH:9]=[C:4]([N+:1]([O-:3])=[O:2])[CH:5]=3)=[N:14][N:13]12 |f:2.3,5.6|. Procedure details: 5-(3-Nitro-phenyl)-4-pyridin-4-yl-2H-pyrazole-3-thiol (prepared as described in Example 1) (3.92 g, 13.14 mmol) was dissolved in a 1:1 THF/water mixture (130 mL). Chloroacetaldehyde (55% in water, 2.31 mL, 19.71 mmol, 1.5 eq) was added and the solution was stirred at room temperature overnight. The reaction mixture was diluted with AcOEt and saturated aqueous NaHCO3. The organic phase was washed with saturated aqueous NaHCO3 and brine, dried and evaporated to dryness. 3.25 g of crude product wer... The reactants are CC=1NC2=CC(=CC=C2C1)SC (2-Methyl-6-methylthioindole), O(C(=O)OC(C)(C)C)C(=O)OC(C)(C)C ((BOC)2O). The reagents and catalysts are CN(C)C=1C=CN=CC1 (DMAP). Solvent: CC#N (CH3CN). Product: C(C)(C)(C)OC(=O)N1C(=CC2=CC=C(C=C12)SC)C (2-methyl-6-methylsulfanyl-indole-1-carboxylic acid tert-butyl ester). Reaction SMILES: [CH3:1][C:2]1[NH:3][C:4]2[C:9]([CH:10]=1)=[CH:8][CH:7]=[C:6]([S:11][CH3:12])[CH:5]=2.[O:13](C(OC(C)(C)C)=O)[C:14]([O:16][C:17]([CH3:20])([CH3:19])[CH3:18])=O>CC#N.CN(C1C=CN=CC=1)C>[C:17]([O:16][C:14]([N:3]1[C:4]2[C:9](=[CH:8][CH:7]=[C:6]([S:11][CH3:12])[CH:5]=2)[CH:10]=[C:2]1[CH3:1])=[O:13])([CH3:20])([CH3:19])[CH3:18]. Procedure details: 2-Methyl-6-methylthioindole (13.9 g) prepared according to Allais A. et al. Eur. J. Med. Chem—Chim. Ther. (1975), 10(2),187-99, was dissolved in CH3CN (150 mL) followed by the addition of (BOC)2O (18 g) with 480 mg DMAP. After 5 h the mixture was evaporated to dryness and the resulting 2-methyl-6-methylsulfanyl-indole-1-carboxylic acid tert-butyl ester was purified by chromatography over silica gel. The reactants are carboxylic acid, Cl.COC(=O)C1(CC2=CC=CC=C2C1)N (2-amino-indane-2-carboxylic acid methyl ester hydrochloride), C(C)OC(=O)C=1SC(=C(N1)O)CC (5-Ethyl-4-hydroxy-thiazole-2-carboxylic acid ethyl ester), C1(=CC(=CC=C1)CCO)C (2-m-tolyl-ethanol), ester, ester. The product is C(C)C1=C(N=C(S1)C(=O)NC1(CC2=CC=CC=C2C1)C(=O)O)OCCC=1C=C(C=CC1)C (2-{[5-Ethyl-4-(2-m-tolyl-ethoxy)-thiazole-2-carbonyl]-amino}-indane-2-carboxylic acid). As a reaction SMILES: C(O[C:4]([C:6]1[S:7][C:8]([CH2:12][CH3:13])=[C:9]([OH:11])[N:10]=1)=[O:5])C.[C:14]1([CH3:23])[CH:19]=[CH:18][CH:17]=[C:16]([CH2:20][CH2:21]O)[CH:15]=1.Cl.C[O:26][C:27]([C:29]1([NH2:38])[CH2:37][C:36]2[C:31](=[CH:32][CH:33]=[CH:34][CH:35]=2)[CH2:30]1)=[O:28]>>[CH2:12]([C:8]1[S:7][C:6]([C:4]([NH:38][C:29]2([C:27]([OH:28])=[O:26])[CH2:30][C:31]3[C:36](=[CH:35][CH:34]=[CH:33][CH:32]=3)[CH2:37]2)=[O:5])=[N:10][C:9]=1[O:11][CH2:21][CH2:20][C:16]1[CH:15]=[C:14]([CH3:23])[CH:19]=[CH:18][CH:17]=1)[CH3:13] |f:2.3|. Procedure: 5-Ethyl-4-hydroxy-thiazole-2-carboxylic acid ethyl ester (F. A. J. Kerdesky et al., J. Med. Chem. 34 (1991), 2158-2165) (100 mg, 0.497 mmol) was reacted with 2-m-tolyl-ethanol in analogy to step 1 of example 1 and subsequently the ester moiety hydrolyzed in analogy to example 2. The obtained carboxylic acid was reacted with 2-amino-indane-2-carboxylic acid methyl ester hydrochloride in analogy to step 2 of example 13 and the obtained ester hydrolyzed in analogy to example 2. Product: ClC1=C2C(C(C(NC2=CC(=C1)Cl)=O)=NO)=O (5,7-Dichloro-3-oximinoquinoline-2,4-dione). Procedure details: To a mixture of 147 mg (0.616 mmol) of 5,7-dichloro-2,4-quinolinediol and 126 mg (1.82 mmol) of NaNO2 in 3 mL of 0.2N NaOH in ice-bath was added dropwise 2 mL of aqueous 2N H2SO4. The mixture was stirred in ice-bath for 4 h after addition of H2SO4, filtered and dried to leave an orange solid. The solid was crystallized by boiling with 10 mL of ethanol (95% ). The solution was cooled to room temperature, filtered and dried to leave 132 mg (83%) of 5,7-dichloro-3-oximequinoline-2,4-dione as a yell... Run in [OH-].[Na+] (NaOH). Reactants: OS(=O)(=O)O (H2SO4), ( 30 ), ClC1=C2C(=CC(=NC2=CC(=C1)Cl)O)O (5,7-dichloro-2,4-quinolinediol), N(=O)[O-].[Na+] (NaNO2), ( 20 ), ( 60 ), OS(=O)(=O)O (H2SO4), ( 80 ). Conditions: time 4 hour. Reaction SMILES: [Cl:1][C:2]1[CH:11]=[C:10]([Cl:12])[CH:9]=[C:8]2[C:3]=1[C:4]([OH:14])=[CH:5][C:6]([OH:13])=[N:7]2.[N:15]([O-])=[O:16].[Na+].OS(O)(=O)=O>[OH-].[Na+]>[Cl:1][C:2]1[CH:11]=[C:10]([Cl:12])[CH:9]=[C:8]2[C:3]=1[C:4](=[O:14])[C:5](=[N:15][OH:16])[C:6](=[O:13])[NH:7]2 |f:1.2,4.5|.